Dataset: the Open Reaction Database (ORD), a public repository of structured organic reaction records. Task: describe an organic reaction: reactants, conditions, products, and yield Starting materials: FC1=NC(=CC=C1C1=NC(=NC(=N1)C)N(CC1=CC=C(C=C1)OC)CC1=CC=C(C=C1)OC)OCCOC (4-(2-fluoro-6-(2-methoxyethoxy)pyridin-3-yl)-N,N-bis(4-methoxybenzyl)-6-methyl-1,3,5-triazin-2-amine), FC=1C=C(C=NC1OC)N (5-fluoro-6-methoxypyridin-3-amine). The product is FC=1C=C(C=NC1OC)NC1=NC(=CC=C1C1=NC(=NC(=N1)C)N)OCCOC (4-(2-(5-Fluoro-6-Methoxypyridin-3-Ylamino)-6-(2-Methoxyethoxy)Pyridin-3-yl)-6-Methyl-1,3,5-Triazin-2-Amine), powder. The yield is 4.9%. RXN SMILES: F[C:2]1[C:7]([C:8]2[N:13]=[C:12]([CH3:14])[N:11]=[C:10]([N:15](CC3C=CC(OC)=CC=3)CC3C=CC(OC)=CC=3)[N:9]=2)=[CH:6][CH:5]=[C:4]([O:34][CH2:35][CH2:36][O:37][CH3:38])[N:3]=1.[F:39][C:40]1[CH:41]=[C:42]([NH2:48])[CH:43]=[N:44][C:45]=1[O:46][CH3:47]>>[F:39][C:40]1[CH:41]=[C:42]([NH:48][C:2]2[C:7]([C:8]3[N:13]=[C:12]([CH3:14])[N:11]=[C:10]([NH2:15])[N:9]=3)=[CH:6][CH:5]=[C:4]([O:34][CH2:35][CH2:36][O:37][CH3:38])[N:3]=2)[CH:43]=[N:44][C:45]=1[O:46][CH3:47]. Reported procedure: The title compound was prepared in an analogous manner to that described in Example 254 using 4-(2-fluoro-6-(2-methoxyethoxy)pyridin-3-yl)-N,N-bis(4-methoxybenzyl)-6-methyl-1,3,5-triazin-2-amine and 5-fluoro-6-methoxypyridin-3-amine (Anichem), and was isolated as yellow amorphous powder (4.9%). m/z (ESI, +ve ion) 402.0 (M+H)+. 1H NMR (400 MHz, d4-MeOH) δ 12.15 (1H, br. s.); 8.77 (1H, d, J=8.6 Hz); 8.32 (1H, br. s.); 8.15 (1H, br. s.); 6.30 (1H, s); 3.98 (3H, s); 3.72 (2H, br. s.); 3.37 (4H, s); ... Reactants: C(C1=CC=CC=C1)OC1=CC=C(C=C1)C[C@@H]([C@@H]1OC1)NC(OC(C)(C)C)=O (tert-butyl (1S)-2-[4-(benzyloxy)phenyl]-1-[(2S)-oxiranyl]ethylcarbamate), [C@@H]1(CCCC2=CC=CC=C12)N ((1S)-1,2,3,4-tetrahydro-1-naphthalenylamine), C(C)(C)O (isopropanol). Reaction conditions: temperature 90 celsius, time 4 hour. The product is C(C1=CC=CC=C1)OC1=CC=C(C[C@@H]([C@@H](CNCC2=CC(=CC=C2)OC)O)NC(OC(C)(C)C)=O)C=C1 (tert-butyl (1S,2R)-1-[4-(benzyloxy)benzyl]-2-hydroxy-3-[(3-methoxybenzyl)amino]propylcarbamate). RXN SMILES: [CH2:1]([O:8][C:9]1[CH:14]=[CH:13][C:12]([CH2:15][C@H:16]([NH:20][C:21](=[O:27])[O:22][C:23]([CH3:26])([CH3:25])[CH3:24])[C@H:17]2[CH2:19][O:18]2)=[CH:11][CH:10]=1)[C:2]1[CH:7]=[CH:6][CH:5]=[CH:4][CH:3]=1.[C@@H:28]1([NH2:38])[C:37]2[C:32](=[CH:33][CH:34]=[CH:35][CH:36]=2)CCC1.[CH:39]([OH:42])(C)C>>[CH2:1]([O:8][C:9]1[CH:14]=[CH:13][C:12]([CH2:15][C@H:16]([NH:20][C:21](=[O:27])[O:22][C:23]([CH3:25])([CH3:24])[CH3:26])[C@H:17]([OH:18])[CH2:19][NH:38][CH2:28][C:37]2[CH:36]=[CH:35][CH:34]=[C:33]([O:42][CH3:39])[CH:32]=2)=[CH:11][CH:10]=1)[C:2]1[CH:3]=[CH:4][CH:5]=[CH:6][CH:7]=1. Reported procedure: A mixture of tert-butyl (1S)-2-[4-(benzyloxy)phenyl]-1-[(2S)-oxiranyl]ethylcarbamate (V, 1.58 g, 4.28 mmol) and 3-methoxybenzylamine (VI, 825 microliter, 6.42 mmol) in isopropanol (45 mL) is heated to 90 degrees C. for 4 hours. Upon cooling to 20–25 degrees C., the reaction mixture is concentrated under reduced pressure. Purification by flash chromatography (silica; methylene chloride/methanol/ammonium hydroxide 98/1/1 to 95/:4/1) gives tert-butyl (1S,2R)-1-[4-(benzyloxy)benzyl]-2-hydroxy-3-[(3-... Starting materials: C(#N)CC(=O)OCC (ethyl cyanoacetate), CC(C)([O-])C.[K+] (potassium tert-butoxide), BrC=1C=CC2=C(C=CS2)C1 (5-bromobenzothiophene), Cl (hydrochloric acid). Reagents/catalysts: C=1C=CC(=CC1)[P](C=2C=CC=CC2)(C=3C=CC=CC3)[Pd]([P](C=4C=CC=CC4)(C=5C=CC=CC5)C=6C=CC=CC6)([P](C=7C=CC=CC7)(C=8C=CC=CC8)C=9C=CC=CC9)[P](C=1C=CC=CC1)(C=1C=CC=CC1)C=1C=CC=CC1 (tetrakis(triphenylphosphine)palladium(0)). The solvent is C1(=CC=CC=C1)C (toluene), O (water), C(C)(=O)OCC (ethyl acetate). Yields the product S1C=CC2=C1C=CC(=C2)C(C(=O)OCC)C#N (ethyl 2-(1-benzothiophen-5-yl)-2-cyanoacetate). The yield is 46.3%. Reaction SMILES: [C:1]([CH2:3][C:4]([O:6][CH2:7][CH3:8])=[O:5])#[N:2].CC(C)([O-])C.[K+].Br[C:16]1[CH:17]=[CH:18][C:19]2[S:23][CH:22]=[CH:21][C:20]=2[CH:24]=1.Cl>C1C=CC([P]([Pd]([P](C2C=CC=CC=2)(C2C=CC=CC=2)C2C=CC=CC=2)([P](C2C=CC=CC=2)(C2C=CC=CC=2)C2C=CC=CC=2)[P](C2C=CC=CC=2)(C2C=CC=CC=2)C2C=CC=CC=2)(C2C=CC=CC=2)C2C=CC=CC=2)=CC=1.C(OCC)(=O)C.O.C1(C)C=CC=CC=1>[S:23]1[C:19]2[CH:18]=[CH:17][C:16]([CH:3]([C:1]#[N:2])[C:4]([O:6][CH2:7][CH3:8])=[O:5])=[CH:24][C:20]=2[CH:21]=[CH:22]1 |f:1.2,^1:29,31,50,69|. Procedure: To toluene (3 mL) solution of 0.21 g of ethyl cyanoacetate were added 0.41 g of potassium tert-butoxide, 0.30 g of 5-bromobenzothiophene and 0.02 g of tetrakis(triphenylphosphine)palladium(0), which was then refluxed for 7.5 hours. To the reaction mixture was added water, and the pH was adjusted to 2 with hydrochloric acid. Thereto was added ethyl acetate, and insoluble matter was filtered off. The organic layer was separated, washed with water, and dried over anhydrous magnesium sulfate, follow... Reactants: C(C1=CC=CC=C1)N1C[C@H]2[C@@H](C1)[C@@H](CC2)N ((3aS,4R,6aR)-2-benzyloctahydrocyclopenta[c]pyrrol-4-amine), C1(=CC=CC=C1)[C@@H](C(=O)O)CC ((S)-2-Phenylbutanoic acid), ON1N=NC2=C1C=CC=C2 (1-hydroxybenzotriazole), CN(CCCN=C=NCC)C (N-(3-dimethylaminopropyl)-N′-ethylcarbodiimide). The solvent is ClCCl (dichloromethane), ClCCl (dichloromethane). Reaction conditions: time 10 minute. Product: C(C1=CC=CC=C1)N1C[C@H]2[C@@H](C1)[C@@H](CC2)NC([C@@H](CC)C2=CC=CC=C2)=O ((2S)-N-[(3aS,4R,6aR)-2-benzyloctahydrocyclopenta[c]pyrrol-4-yl]-2-phenylbutanamide). Reaction SMILES: [C:1]1([C@H:7]([CH2:11][CH3:12])[C:8]([OH:10])=O)[CH:6]=[CH:5][CH:4]=[CH:3][CH:2]=1.ON1C2C=CC=CC=2N=N1.CN(C)CCCN=C=NCC.[CH2:34]([N:41]1[CH2:45][C@H:44]2[C@H:46]([NH2:49])[CH2:47][CH2:48][C@H:43]2[CH2:42]1)[C:35]1[CH:40]=[CH:39][CH:38]=[CH:37][CH:36]=1>ClCCl>[CH2:34]([N:41]1[CH2:45][C@H:44]2[C@H:46]([NH:49][C:8](=[O:10])[C@H:7]([C:1]3[CH:2]=[CH:3][CH:4]=[CH:5][CH:6]=3)[CH2:11][CH3:12])[CH2:47][CH2:48][C@H:43]2[CH2:42]1)[C:35]1[CH:36]=[CH:37][CH:38]=[CH:39][CH:40]=1. Reported procedure: (S)-2-Phenylbutanoic acid (41.7 mg, 0.254 mmol), 1-hydroxybenzotriazole (38.9 mg, 0.254 mmol), and N-(3-dimethylaminopropyl)-N′-ethylcarbodiimide (0.045 mL, 0.254 mmol) were combined in dichloromethane (1 mL). The reaction was stirred at room temperature for 10 minutes, and then (3aS,4R,6aR)-2-benzyloctahydrocyclopenta[c]pyrrol-4-amine (50 mg, 0.231 mmol) from Step E was added in 0.5 mL of dichloromethane. The reaction was stirred at room temperature for 20 hours, and then quenched with 0.5 mL o... Reactants: ClC=1C=C(C=CC1)[C@@H](C)NCC1CC(N(C1)C1=CC=C(C=C1)F)=O (4-({[(1R)-1-(3-chlorophenyl)ethyl]amino}methyl)-1-(4-fluorophenyl)pyrrolidin-2-one), B.C1CCOC1 (BH3.THF). Solvent: C1CCOC1 (THF). Reaction conditions: temperature 0 celsius. Yields the product ClC=1C=C(C=CC1)[C@@H](C)NCC1CN(CC1)C1=CC=C(C=C1)F ((1R)-1-(3-chlorophenyl)-N-{[1-(4-fluorophenyl)pyrrolidin-3-yl]methyl}ethanamine). As a reaction SMILES: [Cl:1][C:2]1[CH:3]=[C:4]([C@H:8]([NH:10][CH2:11][CH:12]2[CH2:16][N:15]([C:17]3[CH:22]=[CH:21][C:20]([F:23])=[CH:19][CH:18]=3)[C:14](=O)[CH2:13]2)[CH3:9])[CH:5]=[CH:6][CH:7]=1.B.C1COCC1>C1COCC1>[Cl:1][C:2]1[CH:3]=[C:4]([C@H:8]([NH:10][CH2:11][CH:12]2[CH2:13][CH2:14][N:15]([C:17]3[CH:18]=[CH:19][C:20]([F:23])=[CH:21][CH:22]=3)[CH2:16]2)[CH3:9])[CH:5]=[CH:6][CH:7]=1 |f:1.2|. Procedure: A 100 mL round-bottomed flask was charged with 4-({[(1R)-1-(3-chlorophenyl)ethyl]amino}methyl)-1-(4-fluorophenyl)pyrrolidin-2-one 56 (0.400 g, 1.0 mmol) as a 1:1 mixture of diastereomers and 10 mL of THF. To this solution was added BH3.THF (1 M in THF, 5.2 mL, 5.2 mmol). The mixture was heated to reflux for 3 h then cooled to 0° C. The reaction was quenched with saturated aqueous NaHCO3 and extracted with CH2Cl2. The extracts were dried and concentrated to give an oil, which was purified by colu... Reactants: O1CCCC1 (tetrahydrofuran), C(=O)C=1C=C(NC1)C(=O)OC (methyl 4-formylpyrrole-2-carboxylate), solution, C(CCC)[Li] (n-butyllithium), O1CCCC1 (tetrahydrofuran), [Br-].C(CCCCCCCCCCC)[P+](C1=CC=CC=C1)(C1=CC=CC=C1)C1=CC=CC=C1 (dodecyltriphenylphosphonium bromide). The solvent is O (water), CCCCCC (hexane). Conditions: time 30 minute. Yields the product C(=C/CCCCCCCCCCC)/C=1C=C(NC1)C(=O)OC (methyl 4-(1-cis tridecenyl)pyrrole-2-carboxylate). The yield is 64.9%. Reaction SMILES: C([Li])CCC.O1CCCC1.[Br-].[CH2:12]([P+](C1C=CC=CC=1)(C1C=CC=CC=1)C1C=CC=CC=1)[CH2:13][CH2:14][CH2:15][CH2:16][CH2:17][CH2:18][CH2:19][CH2:20][CH2:21][CH2:22][CH3:23].[CH:43]([C:45]1[CH:46]=[C:47]([C:50]([O:52][CH3:53])=[O:51])[NH:48][CH:49]=1)=O>CCCCCC.O>[CH:43](/[C:45]1[CH:46]=[C:47]([C:50]([O:52][CH3:53])=[O:51])[NH:48][CH:49]=1)=[CH:23]/[CH2:22][CH2:21][CH2:20][CH2:19][CH2:18][CH2:17][CH2:16][CH2:15][CH2:14][CH2:13][CH3:12] |f:2.3|. Procedure: A ca. 15% solution (18.5 ml) of n-butyllithium in hexane was added dropwise at -50° C. to a tetrahydrofuran suspension (95 ml) of 16.0 g (31.4 mmol) of dodecyltriphenylphosphonium bromide described in Chemistry and Industry (London) p. 1086, 1958. The temperature was raised to room temperature and the mixture was stirred for 30 minutes. The temperature was again lowered to -50° C. To the mixture was added dropwise a tetrahydrofuran solution (50 ml) of 2.4 g (15.7 mmol) of methyl 4-formylpyrrole-... Reactants: [B-](F)(F)(F)F.CN(C)C(=[N+](C)C)ON1C(=O)CCC1=O (TSTU), C(C)(C)(C)OC(CCCCCCC(=O)O)=O (Octanedioic acid mono-tert-butyl ester), CCN(C(C)C)C(C)C (DIPEA). Solvent: C1CCOC1 (THF). Yields the product O=C1N(C(CC1)=O)OC(CCCCCCC(=O)OC(C)(C)C)=O (Octanedioic acid tert-butyl ester 2,5-dioxo-pyrrolidin-1-yl ester). As a reaction SMILES: [C:1]([O:5][C:6](=[O:16])[CH2:7][CH2:8][CH2:9][CH2:10][CH2:11][CH2:12][C:13]([OH:15])=[O:14])([CH3:4])([CH3:3])[CH3:2].[B-](F)(F)(F)F.CN(C(O[N:30]1[C:35](=[O:36])[CH2:34][CH2:33][C:31]1=[O:32])=[N+](C)C)C.CCN(C(C)C)C(C)C>C1COCC1>[O:32]=[C:31]1[CH2:33][CH2:34][C:35](=[O:36])[N:30]1[O:14][C:13](=[O:15])[CH2:12][CH2:11][CH2:10][CH2:9][CH2:8][CH2:7][C:6]([O:5][C:1]([CH3:4])([CH3:2])[CH3:3])=[O:16] |f:1.2|. Procedure details: Octanedioic acid mono-tert-butyl ester (3.14 g, 13.63 mmol) was dissolved in THF (100 mL). TSTU (4.9 g, 16.3 mmol) was added and pH was adjusted to 8.5 with DIPEA (2.85 mL).